This data is from the Open Reaction Database (ORD), a public repository of structured organic reaction records. The task is: describe an organic reaction: reactants, conditions, products, and yield Starting materials: O=C1NC2=CC=C(C=C2C1)C(=O)NN (2-oxoindoline-5-carbohydrazide), C(C1=CC=CC=C1)#N (benzonitrile), C([O-])([O-])=O.[K+].[K+] (potassium carbonate), C(Cl)(Cl)Cl.CO (CHCl3 MeOH). Solvent: CCCCO.CN(C)C=O (n-BuOH DMF). Run at temperature 150 celsius. Yields the product C1(=CC=CC=C1)C1=NNC(=N1)C=1C=C2CC(NC2=CC1)=O (5-(3-phenyl-1H-1,2,4-triazol-5-yl)indolin-2-one). The yield is 5.2%. RXN SMILES: [O:1]=[C:2]1[CH2:10][C:9]2[C:4](=[CH:5][CH:6]=[C:7]([C:11]([NH:13][NH2:14])=O)[CH:8]=2)[NH:3]1.[C:15](#[N:22])[C:16]1[CH:21]=[CH:20][CH:19]=[CH:18][CH:17]=1.C(=O)([O-])[O-].[K+].[K+].C(Cl)(Cl)Cl.CO>CCCCO.CN(C=O)C>[C:16]1([C:15]2[N:22]=[C:11]([C:7]3[CH:8]=[C:9]4[C:4](=[CH:5][CH:6]=3)[NH:3][C:2](=[O:1])[CH2:10]4)[NH:13][N:14]=2)[CH:21]=[CH:20][CH:19]=[CH:18][CH:17]=1 |f:2.3.4,5.6,7.8|. Reported procedure: To a solution of 2-oxoindoline-5-carbohydrazide (200 mg, 1.05 mmol) in n-BuOH/DMF (6 ml/2 ml) was added benzonitrile (324 mg, 3.14 mmol) and potassium carbonate (29 mg, 0.21 mmol). The mixture was heated at 150° C. for 3 hours under microwave irradiation. CHCl3/MeOH (20 ml/1 ml) was added to the mixture and insoluble solid was removed by filtration. The filtrate was concentrated. H2O was added to the residue and extracted with CHCl3. The organic layer was dried over Na2SO4 and concentrated in va... Starting materials: CS(=O)[O-].[Na+] (Sodium methane sulphinate), ClC1(SC=CC1=O)C(=O)OC (2-chloro-2-methoxycarbonylthiophene-3(2H)-one), S(O)(O)(=O)=O (sulphuric acid). Solvent: C(C)(=O)O (acetic acid). Reaction conditions: time 24 hour. The product is OC1=C(SC(=C1)S(=O)(=O)C)C(=O)OC (Methyl 3-hydroxy-5-methylsulphonylthiophene-2-carboxylate). RXN SMILES: [CH3:1][S:2]([O-:4])=[O:3].[Na+].Cl[C:7]1([C:13]([O:15][CH3:16])=[O:14])[C:11](=[O:12])[CH:10]=[CH:9][S:8]1.S(=O)(=O)(O)O>C(O)(=O)C>[OH:12][C:11]1[CH:10]=[C:9]([S:2]([CH3:1])(=[O:4])=[O:3])[S:8][C:7]=1[C:13]([O:15][CH3:16])=[O:14] |f:0.1|. Reported procedure: Sodium methane sulphinate (16 mmol) was added to a solution of 2-chloro-2-methoxycarbonylthiophene-3(2H)-one in acetic acid (20 ml) containing sulphuric acid (1.3 ml). After standing for 24 hours the precipitate was filtered, m.p. 138°-140° C. (acetic acid). Reactants: CCCCCCCCc1ccc(NCc2ccc(OCCCC)cc2)cc1, CC(C)c1cccc(C(C)C)c1N=C=O. The product is CCCCCCCCc1ccc(N(Cc2ccc(OCCCC)cc2)C(=O)Nc2c(C(C)C)cccc2C(C)C)cc1. RXN SMILES: [CH2:1]([CH2:2][CH2:3][CH3:4])[O:5][c:6]1[cH:7][cH:8][c:9]([CH2:12][NH:13][c:14]2[cH:15][cH:16][c:17]([CH2:20][CH2:21][CH2:22][CH2:23][CH2:24][CH2:25][CH2:26][CH3:27])[cH:18][cH:19]2)[cH:10][cH:11]1.[CH:28]([CH3:29])([CH3:30])[c:31]1[c:32]([N:40]=[C:41]=[O:42])[c:33]([CH:37]([CH3:38])[CH3:39])[cH:34][cH:35][cH:36]1>>[CH2:1]([CH2:2][CH2:3][CH3:4])[O:5][c:6]1[cH:7][cH:8][c:9]([CH2:12][N:13]([c:14]2[cH:15][cH:16][c:17]([CH2:20][CH2:21][CH2:22][CH2:23][CH2:24][CH2:25][CH2:26][CH3:27])[cH:18][cH:19]2)[C:41]([NH:40][c:32]2[c:31]([CH:28]([CH3:29])[CH3:30])[cH:36][cH:35][cH:34][c:33]2[CH:37]([CH3:38])[CH3:39])=[O:42])[cH:10][cH:11]1. Reactants: O=C(O)C(F)(F)F, COc1ccc(CN(Cc2nc3c(=O)n(-c4ccc(Cl)cc4)c(-c4ccc(-c5ccccc5)cc4)nc3n2-c2ccccc2)S(C)(=O)=O)cc1. Product: CS(=O)(=O)NCc1nc2c(=O)n(-c3ccc(Cl)cc3)c(-c3ccc(-c4ccccc4)cc3)nc2n1-c1ccccc1. As a reaction SMILES: [F:51][C:52]([F:53])([F:54])[C:55]([OH:56])=[O:57].[c:1]1(-[c:45]2[cH:46][cH:47][cH:48][cH:49][cH:50]2)[cH:2][cH:3][c:4](-[c:7]2[n:8](-[c:38]3[cH:39][cH:40][c:41]([Cl:44])[cH:42][cH:43]3)[c:9](=[O:37])[c:10]3[n:11][c:12]([CH2:22][N:23]([S:24](=[O:25])(=[O:26])[CH3:27])[CH2:28][c:29]4[cH:30][cH:31][c:32]([O:33][CH3:34])[cH:35][cH:36]4)[n:13](-[c:16]4[cH:17][cH:18][cH:19][cH:20][cH:21]4)[c:14]3[n:15]2)[cH:5][cH:6]1>>[c:1]1(-[c:45]2[cH:46][cH:47][cH:48][cH:49][cH:50]2)[cH:2][cH:3][c:4](-[c:7]2[n:8](-[c:38]3[cH:39][cH:40][c:41]([Cl:44])[cH:42][cH:43]3)[c:9](=[O:37])[c:10]3[n:11][c:12]([CH2:22][NH:23][S:24](=[O:25])(=[O:26])[CH3:27])[n:13](-[c:16]4[cH:17][cH:18][cH:19][cH:20][cH:21]4)[c:14]3[n:15]2)[cH:5][cH:6]1. Starting materials: BrCC=1C=C(C=C(C1)F)NCC1=CC=C(C=C1)OC ((3-bromomethyl-5-fluoro-phenyl)-(4-methoxy-benzyl)-amine), C(C)(C)C=1C(NC(NC1C(C1=CC(=CC(=C1)C)C#N)=O)=O)=O (5-isopropyl-6-(3′-cyano-5′-methylbenzoyl)-2,4-pyrimidinedione), C([O-])([O-])=O.[K+].[K+] (potassium carbonate). Solvent: CN(C)C=O (DMF). Run at time 8 hour. Yields the product FC=1C=C(CN2C(NC(C(=C2C(=O)C=2C=C(C#N)C=C(C2)C)C(C)C)=O)=O)C=C(C1)NCC1=CC=C(C=C1)OC (3-{3-[3-fluoro-5-(4-methoxy-benzylamino)-benzyl]-5-isopropyl-2,6-dioxo-1,2,3,6-tetrahydro-pyrimidine-4-carbonyl}-5-methyl-benzonitrile). Yield: 55.9%. As a reaction SMILES: Br[CH2:2][C:3]1[CH:4]=[C:5]([NH:10][CH2:11][C:12]2[CH:17]=[CH:16][C:15]([O:18][CH3:19])=[CH:14][CH:13]=2)[CH:6]=[C:7]([F:9])[CH:8]=1.[CH:20]([C:23]1[C:24](=[O:41])[NH:25][C:26](=[O:40])[NH:27][C:28]=1[C:29](=[O:39])[C:30]1[CH:35]=[C:34]([CH3:36])[CH:33]=[C:32]([C:37]#[N:38])[CH:31]=1)([CH3:22])[CH3:21].C(=O)([O-])[O-].[K+].[K+]>CN(C=O)C>[F:9][C:7]1[CH:8]=[C:3]([CH:4]=[C:5]([NH:10][CH2:11][C:12]2[CH:17]=[CH:16][C:15]([O:18][CH3:19])=[CH:14][CH:13]=2)[CH:6]=1)[CH2:2][N:27]1[C:28]([C:29]([C:30]2[CH:31]=[C:32]([CH:33]=[C:34]([CH3:36])[CH:35]=2)[C:37]#[N:38])=[O:39])=[C:23]([CH:20]([CH3:22])[CH3:21])[C:24](=[O:41])[NH:25][C:26]1=[O:40] |f:2.3.4|. Reported procedure: To a mixture of (3-bromomethyl-5-fluoro-phenyl)-(4-methoxy-benzyl)-amine (570 mg, 1.758 mmol), 5-isopropyl-6-(3′-cyano-5′-methylbenzoyl)-2,4-pyrimidinedione (522 mg, 1.758 mmol), and anhydrous powdered potassium carbonate (243 mg, 1.758 mmol), was added DMF (10 ml). The mixture was then stirred for overnight at room temperature and evaporated in vacuo. The residue was dissolved in methanol-dichloromethane (1:9), filtered through celite pad, and evaporated in vacuo to give a light yellow syrup. T... Reactants: C(C)(C)NC(C)C (diisopropylamine), C(CCC)[Li] (n-butyllithium), C1(=CC=C(C=C1)CC(=O)O)C1=CC=CC=C1 (4-biphenylacetic acid). Run in C1CCOC1 (THF), C1CCOC1 (THF). Reaction conditions: temperature 0 celsius, time 15 minute. The product is CC(CC(C(=O)O)C1=CC=C(C=C1)C1=CC=CC=C1)=C (4-methyl-2(4-phenylphenyl)pent-4-enoic acid). Yield: 71.4%. As a reaction SMILES: C(N[CH:5]([CH3:7])[CH3:6])(C)C.[CH2:8]([Li])CCC.[C:13]1([C:23]2[CH:28]=[CH:27][CH:26]=[CH:25][CH:24]=2)[CH:18]=[CH:17][C:16]([CH2:19][C:20]([OH:22])=[O:21])=[CH:15][CH:14]=1>C1COCC1>[CH3:8][C:5](=[CH2:6])[CH2:7][CH:19]([C:16]1[CH:15]=[CH:14][C:13]([C:23]2[CH:24]=[CH:25][CH:26]=[CH:27][CH:28]=2)=[CH:18][CH:17]=1)[C:20]([OH:22])=[O:21]. Procedure: To a stirring solution of diisopropylamine (0.537 g, 5.31 mmol) in THF (5.2 mL) at 0° C. was added n-butyllithium (2.1 mL, 5.22 mmol, 2.5 M in hexane) dropwise. After stirring for 15 min at 0° C., the mixture was cooled to −78° C. and a solution of 4-biphenylacetic acid (0.500 g, 2.36 mmol) in THF (2 mL) was added dropwise. After again warming to 0° C. and cooling to −78° C., 3-bromo-2-methylproene (0.485 g, 3.54 mmol) was added to the mixture in one portion. After stirring at −78° C. for 1 h, t... The reactants are O=C([O-])[O-], Cc1cc(C)cc(O)c1, CC#N, Cl, O=N[O-], Nc1ccccc1CO, [Na+], [Na+], [Na+], O. Product: Cc1cc(O)cc(C)c1N=Nc1ccccc1CO. Reaction SMILES: [C:24](=[O:25])([O-:26])[O-:27].[CH3:15][c:16]1[cH:17][c:18]([CH3:19])[cH:20][c:21]([OH:22])[cH:23]1.[CH3:31][C:32]#[N:33].[ClH:10].[N:11]([O-:12])=[O:13].[NH2:1][c:2]1[c:3]([CH2:8][OH:9])[cH:4][cH:5][cH:6][cH:7]1.[Na+:14].[Na+:28].[Na+:29].[OH2:30]>>[N:1]([c:2]1[c:3]([CH2:8][OH:9])[cH:4][cH:5][cH:6][cH:7]1)=[N:11][c:17]1[c:16]([CH3:15])[cH:23][c:21]([OH:22])[cH:20][c:18]1[CH3:19].